From a dataset of the Open Reaction Database (ORD), a public repository of structured organic reaction records. describe an organic reaction: reactants, conditions, products, and yield Reactants: CCOC(=O)c1cn(C)c2nc3c(F)c(F)c(F)cc3cc2c1=O, c1ccc(C2CNCCN2)cc1. Yields the product CCOC(=O)c1cn(C)c2nc3c(F)c(N4CCNC(c5ccccc5)C4)c(F)cc3cc2c1=O. Reaction SMILES: [CH2:1]([CH3:2])[O:3][C:4](=[O:5])[c:6]1[c:7](=[O:24])[c:8]2[cH:9][c:10]3[c:11]([n:12][c:13]2[n:14]([CH3:16])[cH:15]1)[c:17]([F:23])[c:18]([F:22])[c:19]([F:21])[cH:20]3.[c:25]1([CH:31]2[NH:32][CH2:33][CH2:34][NH:35][CH2:36]2)[cH:26][cH:27][cH:28][cH:29][cH:30]1>>[CH2:1]([CH3:2])[O:3][C:4](=[O:5])[c:6]1[c:7](=[O:24])[c:8]2[cH:9][c:10]3[c:11]([n:12][c:13]2[n:14]([CH3:16])[cH:15]1)[c:17]([F:23])[c:18]([N:35]1[CH2:34][CH2:33][NH:32][CH:31]([c:25]2[cH:26][cH:27][cH:28][cH:29][cH:30]2)[CH2:36]1)[c:19]([F:21])[cH:20]3. Reactants: C[O-], CO, COc1ccc(C#N)cc1, [Cl-], [NH4+], [Na+]. Product: COc1ccc(C(=N)N)cc1, Cl. Reaction SMILES: [CH3:11][O-:12].[CH3:16][OH:17].[CH3:1][O:2][c:3]1[cH:4][cH:5][c:6]([C:7]#[N:8])[cH:9][cH:10]1.[Cl-:14].[NH4+:15].[Na+:13]>>[CH3:1][O:2][c:3]1[cH:4][cH:5][c:6]([C:7](=[NH:8])[NH2:15])[cH:9][cH:10]1.[ClH:14]. Reactants: N#Cc1cc2c(Oc3ccc(NC(=O)Nc4ccc(F)cc4)c(F)c3)ccnc2cc1OCC1CO1, CCNCC, C1CCOC1. The product is CCN(CC)CC(O)COc1cc2nccc(Oc3ccc(NC(=O)Nc4ccc(F)cc4)c(F)c3)c2cc1C#N. Reaction SMILES: [C:6](#[N:7])[c:8]1[cH:9][c:10]2[c:11]([O:23][c:24]3[cH:25][c:26]([F:41])[c:27]([NH:30][C:31](=[O:32])[NH:33][c:34]4[cH:35][cH:36][c:37]([F:40])[cH:38][cH:39]4)[cH:28][cH:29]3)[cH:12][cH:13][n:14][c:15]2[cH:16][c:17]1[O:18][CH2:19][CH:20]1[O:21][CH2:22]1.[CH2:1]([CH3:2])[NH:3][CH2:4][CH3:5].[O:42]1[CH2:43][CH2:44][CH2:45][CH2:46]1>>[CH2:1]([CH3:2])[N:3]([CH2:4][CH3:5])[CH2:22][CH:20]([CH2:19][O:18][c:17]1[c:8]([C:6]#[N:7])[cH:9][c:10]2[c:11]([O:23][c:24]3[cH:25][c:26]([F:41])[c:27]([NH:30][C:31](=[O:32])[NH:33][c:34]4[cH:35][cH:36][c:37]([F:40])[cH:38][cH:39]4)[cH:28][cH:29]3)[cH:12][cH:13][n:14][c:15]2[cH:16]1)[OH:21].